Dataset: the Open Reaction Database (ORD), a public repository of structured organic reaction records. Task: describe an organic reaction: reactants, conditions, products, and yield The reactants are [H-].C(C(C)C)[Al+]CC(C)C (diisobutylaluminum hydride), S(=O)(=O)([O-])[O-].[Mg+2] (Magnesium sulfate), O1C(CCCC1)O[C@@H]1OC=C([C@@H]2[C@H]1[C@H](CC2)C)C(=O)OC (Methyl (1S, 4aS, 7S, 7aR)-1, 4a, 5, 6, 7, 7a-hexahydro-1-(2-tetrahydropyranyloxy)-7-methylcyclopenta[c]pyran-4-carboxylate), [OH-].[Na+] (sodium hydroxide). The solvent is O1CCCC1 (tetrahydrofuran), CC(=O)C (acetone). Reaction conditions: time 2 hour. Product: OCC=1[C@@H]2[C@H]([C@@H](OC1)OC1OCCCC1)[C@H](CC2)C ((1S, 4aS, 7S, 7aR)-1, 4a, 5, 6, 7, 7a-hexahydro-4-(hydroxymethyl)-1-(2-tetrahydropyranyloxy)-7-methylcyclopenta[c]pyran). Isolated yield 0.1%. Reaction SMILES: [O:1]1[CH2:6][CH2:5][CH2:4][CH2:3][CH:2]1[O:7][C@H:8]1[C@@H:13]2[C@@H:14]([CH3:17])[CH2:15][CH2:16][C@@H:12]2[C:11]([C:18](OC)=[O:19])=[CH:10][O:9]1.[H-].C([Al+]CC(C)C)C(C)C.[OH-].[Na+].S([O-])([O-])(=O)=O.[Mg+2]>O1CCCC1.CC(C)=O>[OH:19][CH2:18][C:11]1[C@H:12]2[CH2:16][CH2:15][C@H:14]([CH3:17])[C@H:13]2[C@H:8]([O:7][CH:2]2[CH2:3][CH2:4][CH2:5][CH2:6][O:1]2)[O:9][CH:10]=1 |f:1.2,3.4,5.6|. Reported procedure: Methyl (1S, 4aS, 7S, 7aR)-1, 4a, 5, 6, 7, 7a-hexahydro-1-(2-tetrahydropyranyloxy)-7-methylcyclopenta[c]pyran-4-carboxylate (1.25 g, 0.0042 mol) obtained in Example 10 was dissolved in 20 ml of anhydrous tetrahydrofuran, and the reaction solution was cooled by ice in the atmosphere of an argon gas. Then, 7 ml of diisobutylaluminum hydride (1.5 mol, toluene solution) was added dropwise. After the reaction mixture was stirred at the same temperature for 2 hours, 1 ml of acetone was added and furthe... The reactants are ClC1=CN=CC(=N1)N (6-chloropyrazin-2-amine), C(C)(=O)Cl (acetyl chloride). Run in O (water), C(Cl)Cl (DCM). Conditions: time 1 hour. The product is ClC1=CN=CC(=N1)NC(C)=O (N-(6-chloropyrazin-2-yl)acetamide). The yield is 52.8%. As a reaction SMILES: [Cl:1][C:2]1[N:7]=[C:6]([NH2:8])[CH:5]=[N:4][CH:3]=1.[C:9](Cl)(=[O:11])[CH3:10]>C(Cl)Cl.O>[Cl:1][C:2]1[N:7]=[C:6]([NH:8][C:9](=[O:11])[CH3:10])[CH:5]=[N:4][CH:3]=1. Procedure details: To a solution of 6-chloropyrazin-2-amine (1.00 g, 7.72 mmol) in DCM (20 mL) was added acetyl chloride (0.659 mL, 9.26 mmol) at RT and the reaction mixture was stirred for 1 h. The reaction mixture was diluted with water (100 mL) and extracted with DCM (2×100 mL). The combined organic layer was dried over sodium sulfate, filtered and evaporated under reduced pressure to give a residue which was purified by CombiFlash (REDISEP®, silica gel, 12 g, 25% EtOAc/petroleum ether) to give N-(6-chloropyraz... Starting materials: CC(C)(C)O, C=CCC1(O)CCN(C(=O)OC(C)(C)C)CC1, C[N+]1([O-])CCOCC1, C1CCOC1, O, O=[Os](=O)(=O)=O. The product is CC(C)(C)OC(=O)N1CCC(O)(CC(O)CO)CC1. RXN SMILES: [C:32]([OH:33])([CH3:34])([CH3:35])[CH3:36].[CH2:1]([CH:2]=[CH2:3])[C:4]1([OH:17])[CH2:5][CH2:6][N:7]([C:10](=[O:11])[O:12][C:13]([CH3:14])([CH3:15])[CH3:16])[CH2:8][CH2:9]1.[CH3:18][N+:19]1([O-:20])[CH2:21][CH2:23][O:22][CH2:24][CH2:25]1.[O:27]1[CH2:28][CH2:29][CH2:30][CH2:31]1.[OH2:26].[Os:37](=[O:38])(=[O:39])(=[O:40])=[O:41]>>[CH2:1]([CH:2]([CH2:3][OH:22])[OH:26])[C:4]1([OH:17])[CH2:5][CH2:6][N:7]([C:10](=[O:11])[O:12][C:13]([CH3:14])([CH3:15])[CH3:16])[CH2:8][CH2:9]1. Starting materials: BrC1=NNC=N1 (3-bromo-1H-1,2,4-triazole), C([O-])([O-])=O.[Cs+].[Cs+] (cesium carbonate), IC1=CC=C(C=C1)OC(F)(F)F (1-iodo-4-(trifluoromethoxy)benzene). Reagents/catalysts: [Cu]I (copper(I) iodide). The solvent is CS(=O)C (dimethyl sulfoxide). Reaction conditions: temperature 100 celsius. Product: BrC1=NN(C=N1)C1=CC=C(C=C1)OC(F)(F)F (3-bromo-1-(4-(trifluoromethoxy)phenyl)-1H-1,2,4-triazole). The yield is 56.2%. Reaction SMILES: [Br:1][C:2]1[N:6]=[CH:5][NH:4][N:3]=1.C(=O)([O-])[O-].[Cs+].[Cs+].I[C:14]1[CH:19]=[CH:18][C:17]([O:20][C:21]([F:24])([F:23])[F:22])=[CH:16][CH:15]=1>CS(C)=O.[Cu]I>[Br:1][C:2]1[N:6]=[CH:5][N:4]([C:14]2[CH:15]=[CH:16][C:17]([O:20][C:21]([F:22])([F:23])[F:24])=[CH:18][CH:19]=2)[N:3]=1 |f:1.2.3|. Reported procedure: To a 100 mL round bottomed flask, equipped with a stir bar, was added copper(I) iodide (0.397 g, 2.08 mmol), 3-bromo-1H-1,2,4-triazole (4.62 g, 31.2 mmol), and cesium carbonate (6.79 g, 20.83 mmol), as solids. These solids were diluted with anhydrous dimethyl sulfoxide (34.7 mL). Then 1-iodo-4-(trifluoromethoxy)benzene (1.65 mL, 10.4 mmol) was added as a liquid. The flask was placed under nitrogen atmosphere, and the suspension was heated to an internal temperature of 100° C. for 20 hours. The r...